Task: describe an organic reaction: reactants, conditions, products, and yield. Dataset: the Open Reaction Database (ORD), a public repository of structured organic reaction records As a reaction SMILES: CN(C)[CH:3]=[O:4].P(Cl)(Cl)(Cl)=O.[CH3:11][C:12]1[C:16]2[C:17](=[O:30])[N:18]([CH2:22][CH2:23][N:24]3[CH2:29][CH2:28][CH2:27][CH2:26][CH2:25]3)[CH2:19][CH2:20][CH2:21][C:15]=2[NH:14][CH:13]=1>ClCCl>[CH3:11][C:12]1[C:16]2[C:17](=[O:30])[N:18]([CH2:22][CH2:23][N:24]3[CH2:29][CH2:28][CH2:27][CH2:26][CH2:25]3)[CH2:19][CH2:20][CH2:21][C:15]=2[NH:14][C:13]=1[CH:3]=[O:4]. Conditions: temperature -10 celsius, time 15 minute. Procedure: Dichloromethane (36 ml, 559 mmol) and N,N-dimethylformamide (1.637 ml, 20.9 mmol) were stirred for 5 minutes at −15° C. in an ice-salt bath under an argon atmosphere. The solution was added dropwise with phosphorus oxychloride (1.07 ml, 11.5 mmol) and stirred for 15 minutes while maintaining the temperature at −10° C. 3-methyl-5-(2-piperidin-1-yl-ethyl)-5,6,7,8-tetrahydro-1H-pyrrolo[3,2-c]azepin-4-on e 32c (1.26 g, 4.58 mmol) was dissolved in 10 ml of dichloromethane, the resulting solution was ... Run in ClCCl (dichloromethane), ClCCl (Dichloromethane). The reactants are P(=O)(Cl)(Cl)Cl (phosphorus oxychloride), CC1=CNC2=C1C(N(CCC2)CCN2CCCCC2)=O (3-methyl-5-(2-piperidin-1-yl-ethyl)-5,6,7,8-tetrahydro-1H-pyrrolo[3,2-c]azepin-4-one), CN(C=O)C (N,N-dimethylformamide). The product is CC1=C(NC2=C1C(N(CCC2)CCN2CCCCC2)=O)C=O (3-methyl-4-oxo-5-(2-piperidin-1-yl-ethyl)-1,4,5,6,7,8-hexahydro-pyrrolo[3,2-c]azepine-2-carbaldehyde). The yield is 71.5%.